From a dataset of the Open Reaction Database (ORD), a public repository of structured organic reaction records. describe an organic reaction: reactants, conditions, products, and yield The reactants are C(CCC)C=1N(C2=C(C=NC=3C=CC=CC23)N1)OC (2-butyl-1-methoxy-1H-imidazo[4,5-c]quinoline), ClC(C(=O)N=C=O)(Cl)Cl (trichloroacetyl isocyanate), C[O-].[Na+] (sodium methoxide). Reaction conditions: time 2 hour. Product: C(CCC)C=1N(C2=C(C(=NC=3C=CC=CC23)N)N1)OC (2-butyl-1-methoxy-1H-imidazo[4,5-c]quinolin-4-amine). Yield: 28.0%. Reaction SMILES: [CH2:1]([C:5]1[N:6]([O:18][CH3:19])[C:7]2[C:16]3[CH:15]=[CH:14][CH:13]=[CH:12][C:11]=3[N:10]=[CH:9][C:8]=2[N:17]=1)[CH2:2][CH2:3][CH3:4].ClC(Cl)(Cl)C([N:24]=C=O)=O.C[O-].[Na+]>>[CH2:1]([C:5]1[N:6]([O:18][CH3:19])[C:7]2[C:16]3[CH:15]=[CH:14][CH:13]=[CH:12][C:11]=3[N:10]=[C:9]([NH2:24])[C:8]=2[N:17]=1)[CH2:2][CH2:3][CH3:4] |f:2.3|. Reported procedure: The methods described in Parts C and D of Example 20 were used to oxidize and aminate 2-butyl-1-methoxy-1H-imidazo[4,5-c]quinoline (3.2 g, 12.5 mmol) with the following modifications. The oxidation reaction was stirred for two hours at room temperature. The reaction with trichloroacetyl isocyanate (2.2 mL, 19 mmol) was carried out at room temperature overnight, and the reaction sodium methoxide was stirred overnight and then concentrated under reduced pressure. The residue was treated with metha... Reactants: O=Cc1ccccc1, Cl, COP([O-])OC. Yields the product COP(=O)(OC)C(O)c1ccccc1. Reaction SMILES: [CH:7](=[O:8])[c:9]1[cH:10][cH:11][cH:12][cH:13][cH:14]1.[ClH:15].[P:1]([O:2][CH3:3])([O:4][CH3:5])[O-:6]>>[P:1]([O:2][CH3:3])([O:4][CH3:5])(=[O:6])[CH:7]([OH:8])[c:9]1[cH:10][cH:11][cH:12][cH:13][cH:14]1.